This data is from the Open Reaction Database (ORD), a public repository of structured organic reaction records. The task is: describe an organic reaction: reactants, conditions, products, and yield Starting materials: C[O-], CO, Cl, [Na+], CC(CO)(CO)NS(=O)(=O)c1cnc(Cl)c(Br)c1. Yields the product COc1ncc(S(=O)(=O)NC(C)(CO)CO)cc1Br. RXN SMILES: [CH3:19][O-:20].[CH3:23][OH:24].[ClH:22].[Na+:21].[OH:1][CH2:2][C:3]([CH3:4])([CH2:5][OH:6])[NH:7][S:8](=[O:9])(=[O:10])[c:11]1[cH:12][n:13][c:14]([Cl:18])[c:15]([Br:17])[cH:16]1>>[OH:1][CH2:2][C:3]([CH3:4])([CH2:5][OH:6])[NH:7][S:8](=[O:9])(=[O:10])[c:11]1[cH:12][n:13][c:14]([O:20][CH3:19])[c:15]([Br:17])[cH:16]1.